From a dataset of the Open Reaction Database (ORD), a public repository of structured organic reaction records. describe an organic reaction: reactants, conditions, products, and yield Reactants: COC(=O)C(CCn1cccc1C#N)NS(=O)(=O)c1cccc2[nH]ccc12, CC#N, O=C1CCC(=O)N1Cl, CN(C)C=O. Yields the product COC(=O)C(CCn1cccc1C#N)NS(=O)(=O)c1cccc2[nH]cc(Cl)c12. RXN SMILES: [CH3:1][O:2][C:3]([CH:4]([CH2:5][CH2:6][n:7]1[c:8]([C:12]#[N:13])[cH:9][cH:10][cH:11]1)[NH:14][S:15](=[O:16])(=[O:17])[c:18]1[c:19]2[cH:20][cH:21][nH:22][c:23]2[cH:24][cH:25][cH:26]1)=[O:27].[CH3:41][C:42]#[N:43].[Cl:28][N:29]1[C:30](=[O:31])[CH2:32][CH2:33][C:34]1=[O:35].[O:36]=[CH:37][N:38]([CH3:39])[CH3:40]>>[CH3:1][O:2][C:3]([CH:4]([CH2:5][CH2:6][n:7]1[c:8]([C:12]#[N:13])[cH:9][cH:10][cH:11]1)[NH:14][S:15](=[O:16])(=[O:17])[c:18]1[c:19]2[c:20]([Cl:28])[cH:21][nH:22][c:23]2[cH:24][cH:25][cH:26]1)=[O:27]. The reactants are Cc1cc(-c2ccc(C(F)(F)F)cc2)nc(-n2cnc(-c3cccc(S(=O)(=O)NC(C)(C)C)c3)c2)n1, ClCCl, O=C(O)C(F)(F)F. Product: Cc1cc(-c2ccc(C(F)(F)F)cc2)nc(-n2cnc(-c3cccc(S(N)(=O)=O)c3)c2)n1. Reaction SMILES: [C:1]([CH3:2])([CH3:3])([CH3:4])[NH:5][S:6](=[O:7])(=[O:8])[c:9]1[cH:10][c:11](-[c:15]2[n:16][cH:17][n:18](-[c:20]3[n:21][c:22](-[c:27]4[cH:28][cH:29][c:30]([C:33]([F:34])([F:35])[F:36])[cH:31][cH:32]4)[cH:23][c:24]([CH3:26])[n:25]3)[cH:19]2)[cH:12][cH:13][cH:14]1.[Cl:44][CH2:45][Cl:46].[F:37][C:38]([F:39])([F:40])[C:41]([OH:42])=[O:43]>>[NH2:5][S:6](=[O:7])(=[O:8])[c:9]1[cH:10][c:11](-[c:15]2[n:16][cH:17][n:18](-[c:20]3[n:21][c:22](-[c:27]4[cH:28][cH:29][c:30]([C:33]([F:34])([F:35])[F:36])[cH:31][cH:32]4)[cH:23][c:24]([CH3:26])[n:25]3)[cH:19]2)[cH:12][cH:13][cH:14]1. Starting materials: CC(C)CCON=O, C1CCOC1, CCOC(=O)c1cn(-c2cccc(Br)c2)nc1N. The product is CCOC(=O)c1cnn(-c2cccc(Br)c2)c1. Reaction SMILES: [CH2:19]([O:20][N:21]=[O:22])[CH2:23][CH:24]([CH3:25])[CH3:26].[CH2:27]1[O:28][CH2:29][CH2:30][CH2:31]1.[NH2:1][c:2]1[n:3][n:4](-[c:12]2[cH:13][c:14]([Br:18])[cH:15][cH:16][cH:17]2)[cH:5][c:6]1[C:7](=[O:8])[O:9][CH2:10][CH3:11]>>[cH:2]1[n:3][n:4](-[c:12]2[cH:13][c:14]([Br:18])[cH:15][cH:16][cH:17]2)[cH:5][c:6]1[C:7](=[O:8])[O:9][CH2:10][CH3:11]. Starting materials: [BH4-].[Na+] (Sodium borohydride), FC(CC=C[C@@H]1[C@H]2CC(O[C@H]2C[C@H]1OC1OCCCC1)=O)(C(CCC)=O)F ((1S,5R,6R,7R)-6-(4,4-difluoro-5-oxo-octenyl)-7-tetrahydropyranyloxy-2-oxabicyclo[3.3.0]-octan-3-one). Run in CO (methanol). Reaction conditions: time 10 minute. The product is FC(CCC[C@@H]1[C@H]2CC(O[C@H]2C[C@H]1OC1OCCCC1)=O)(C(CCC)O)F ((1S,5R,6R,7R)-6-{4,4-difluoro-5(RS)-hydroxyoctyl}-7-tetrahydropyranyloxy-2-oxabicyclo[3.3.0]-octan-3-one). RXN SMILES: [BH4-].[Na+].[F:3][C:4]([F:29])([C:24](=[O:28])[CH2:25][CH2:26][CH3:27])[CH2:5][CH:6]=[CH:7][C@H:8]1[C@H:15]([O:16][CH:17]2[CH2:22][CH2:21][CH2:20][CH2:19][O:18]2)[CH2:14][C@H:13]2[C@@H:9]1[CH2:10][C:11](=[O:23])[O:12]2>CO>[F:29][C:4]([F:3])([CH:24]([OH:28])[CH2:25][CH2:26][CH3:27])[CH2:5][CH2:6][CH2:7][C@H:8]1[C@H:15]([O:16][CH:17]2[CH2:22][CH2:21][CH2:20][CH2:19][O:18]2)[CH2:14][C@H:13]2[C@@H:9]1[CH2:10][C:11](=[O:23])[O:12]2 |f:0.1|. Procedure details: Sodium borohydride (0.800 g) was added to the solution of (1S,5R,6R,7R)-6-(4,4-difluoro-5-oxo-octenyl)-7-tetrahydropyranyloxy-2-oxabicyclo[3.3.0]-octan-3-one (5) (5.48 g) in methanol at 0° C., and stirred for 10 minutes. The reaction product was treated with a usual manner, and the obtained crude product was subjected to column chromatography to give a titled compound (6). Yield: 5.46 g (99.5%)